From a dataset of the Open Reaction Database (ORD), a public repository of structured organic reaction records. describe an organic reaction: reactants, conditions, products, and yield Reactants: ClC=1C=CC(=C(C(=O)O)C1)C=1C2=C(C(NCC1)=O)SC(=N2)N2CCOCC2 (5-chloro-2-[2-(morpholin-4-yl)-4-oxo-5,6-dihydro-4H-[1,3]thiazolo[5,4-c]azepin-8-yl]benzoic acid), C([O-])(O)=O.[Na+] (sodium bicarbonate), [I-].[K+] (potassium iodide), II (iodine). Run in CC(OCC)=O (EA), S(=S)(=O)([O-])[O-].[Na+].[Na+] (sodium thiosulfate), C(C)#N (acetonitrile), O (water). Run at time 16 hour. Yields the product ClC1=CC2=C(C=C1)C1(C3=C(C(NCC1I)=O)SC(=N3)N3CCOCC3)OC2=O (5-chloro-7′-iodo-2′-(morpholin-4-yl)-6′,7′-dihydro-3H-spiro[2-benzofuran-1,8′-[1,3]thiazolo[5,4-c]azepine]-3,4′(5′H)-dione). Isolated yield 82.6%. RXN SMILES: [Cl:1][C:2]1[CH:3]=[CH:4][C:5]([C:11]2[C:12]3[N:21]=[C:20]([N:22]4[CH2:27][CH2:26][O:25][CH2:24][CH2:23]4)[S:19][C:13]=3[C:14](=[O:18])[NH:15][CH2:16][CH:17]=2)=[C:6]([CH:10]=1)[C:7]([OH:9])=[O:8].C(=O)(O)[O-].[Na+].[I-:33].[K+].II>C(#N)C.O.CC(=O)OCC.S([O-])([O-])(=O)=S.[Na+].[Na+]>[Cl:1][C:2]1[CH:3]=[CH:4][C:5]2[C:11]3([O:8][C:7](=[O:9])[C:6]=2[CH:10]=1)[CH:17]([I:33])[CH2:16][NH:15][C:14](=[O:18])[C:13]1[S:19][C:20]([N:22]2[CH2:27][CH2:26][O:25][CH2:24][CH2:23]2)=[N:21][C:12]3=1 |f:1.2,3.4,9.10.11|. Procedure details: 5-chloro-2-[2-(morpholin-4-yl)-4-oxo-5,6-dihydro-4H-[1,3]thiazolo[5,4-c]azepin-8-yl]benzoic acid (0.0500 g, 0.123 mmol) was dissolved in acetonitrile (0.50 mL) and saturated aqueous sodium bicarbonate solution (2.5 mL), then added a solution of potassium iodide (0.102 g, 0.616 mmol) and iodine (0.0406 g, 0.160 mmol) in water (1.0 mL) dropwise and the solution was stirred at room temperature for 16 hours. The reaction mixture was diluted with EA and 15% aqueous sodium thiosulfate solution and the... Starting materials: N1CCC(CC1)COC1=NC(=NC=C1C1=CC=C(C=C1)N1CCOCC1)N[C@@H]1CC[C@@H](CC1)C (4-((piperidin-4-yl)methoxy)-N-(cis-4-methylcyclohexyl)-5-(4-morpholinophenyl)pyrimidin-2-amine), CS(=O)(=O)Cl (methanesulfonyl chloride). The product is CS(=O)(=O)N1CCC(CC1)COC1=NC(=NC=C1C1=CC=C(C=C1)N1CCOCC1)N[C@@H]1CC[C@@H](CC1)C (4-((1-methylsulfonyl-piperidin-4-yl)methoxy)-N-(cis-4-methylcyclohexyl)-5-(4-morpholinophenyl)pyrimidin-2-amine). Isolated yield 86.0%. As a reaction SMILES: [NH:1]1[CH2:6][CH2:5][CH:4]([CH2:7][O:8][C:9]2[C:14]([C:15]3[CH:20]=[CH:19][C:18]([N:21]4[CH2:26][CH2:25][O:24][CH2:23][CH2:22]4)=[CH:17][CH:16]=3)=[CH:13][N:12]=[C:11]([NH:27][C@H:28]3[CH2:33][CH2:32][C@@H:31]([CH3:34])[CH2:30][CH2:29]3)[N:10]=2)[CH2:3][CH2:2]1.[CH3:35][S:36](Cl)(=[O:38])=[O:37]>>[CH3:35][S:36]([N:1]1[CH2:2][CH2:3][CH:4]([CH2:7][O:8][C:9]2[C:14]([C:15]3[CH:20]=[CH:19][C:18]([N:21]4[CH2:26][CH2:25][O:24][CH2:23][CH2:22]4)=[CH:17][CH:16]=3)=[CH:13][N:12]=[C:11]([NH:27][C@H:28]3[CH2:29][CH2:30][C@@H:31]([CH3:34])[CH2:32][CH2:33]3)[N:10]=2)[CH2:5][CH2:6]1)(=[O:38])=[O:37]. Procedure: Using the procedure of Example 1 Step 5, 4-((piperidin-4-yl)methoxy)-N-(cis-4-methylcyclohexyl)-5-(4-morpholinophenyl)pyrimidin-2-amine was reacted with methanesulfonyl chloride to provide the title compound at 86% yield. 1H NMR (CDCl3, 400 MHz) 8.07 (s, 1H), 7.36 (d, 2H), 6.93 (d, 2 h), 5.20 (s, 1H), 4.23 (d, 2H), 4.07 (m, 1H), 3.89-3.83 (m, 6H), 3.21-3.18 (m, 4H), 2.76 (s, 3H), 2.67 (m, 2H), 1.90-1.24 (m, 14H), 0.94 (d, 3H); MS (ESI) m/z: Calc: 543.3 (M+). Found. 544.3 (M+1). The reactants are CCc1cc(-c2cccs2)c(C)[nH]c1=O, C1CCOC1, [Li]CCCC, O=Cc1ccccn1. The product is CCc1cc(-c2ccc(C(O)c3ccccn3)s2)c(C)[nH]c1=O. RXN SMILES: [CH2:1]([CH3:2])[c:3]1[c:4](=[O:15])[nH:5][c:6]([CH3:14])[c:7](-[c:9]2[s:10][cH:11][cH:12][cH:13]2)[cH:8]1.[CH2:29]1[O:30][CH2:31][CH2:32][CH2:33]1.[CH3:16][CH2:17][CH2:18][CH2:19][Li:20].[n:21]1[c:22]([CH:27]=[O:28])[cH:23][cH:24][cH:25][cH:26]1>>[CH2:1]([CH3:2])[c:3]1[c:4](=[O:15])[nH:5][c:6]([CH3:14])[c:7](-[c:9]2[s:10][c:11]([CH:27]([c:22]3[n:21][cH:26][cH:25][cH:24][cH:23]3)[OH:28])[cH:12][cH:13]2)[cH:8]1. Reactants: C1CO1 (Ethylene oxide), CC(C(C1OC(C(C(C1O)O)O)SC)NC(=O)C1NCC(C1)CCC(C)C)C (4-(3-methyl-butyl)-pyrrolidine-2-carboxylic acid [2-methyl-1-(3,4,5-trihydroxy-6-methylsulfanyl-tetrahydro-pyran-2-yl)-propyl]-amide), C1CO1 (ethylene oxide). Run in CO (methanol). Run at temperature 4 celsius, time 8 hour. The product is CC(C(C1OC(C(C(C1O)O)O)SC)NC(=O)C1N(CC(C1)CCC(C)C)CCO)C (1-(2-Hydroxy-ethyl)-4-(3-methyl-butyl)-pyrrolidine-2-carboxylic acid [2-methyl-1-(3,4,5-trihydroxy-6-methylsulfanyl-tetrahydro-pyran-2-yl)-propyl]-amide). Isolated yield 62.0%. RXN SMILES: [CH2:1]1[O:3][CH2:2]1.[CH3:4][CH:5]([CH3:31])[CH:6]([NH:18][C:19]([CH:21]1[CH2:25][CH:24]([CH2:26][CH2:27][CH:28]([CH3:30])[CH3:29])[CH2:23][NH:22]1)=[O:20])[CH:7]1[CH:12]([OH:13])[CH:11]([OH:14])[CH:10]([OH:15])[CH:9]([S:16][CH3:17])[O:8]1>CO>[CH3:4][CH:5]([CH3:31])[CH:6]([NH:18][C:19]([CH:21]1[CH2:25][CH:24]([CH2:26][CH2:27][CH:28]([CH3:30])[CH3:29])[CH2:23][N:22]1[CH2:1][CH2:2][OH:3])=[O:20])[CH:7]1[CH:12]([OH:13])[CH:11]([OH:14])[CH:10]([OH:15])[CH:9]([S:16][CH3:17])[O:8]1. Reported procedure: Ethylene oxide (0.6 mL) was added to a solution of 4-(3-methyl-butyl)-pyrrolidine-2-carboxylic acid [2-methyl-1-(3,4,5-trihydroxy-6-methylsulfanyl-tetrahydro-pyran-2-yl)-propyl]-amide (35.1 mg, 0.084 mmol), prepared as in Example 9, in methanol (3 mL), at 0° C. The reaction mixture was stirred at 4° C. overnight. Additional ethylene oxide (0.6 mL) was added and stirred at 4° C. overnight. The reaction mixture was concentrated and purified by chromatography to give the title compound as a white s... RXN SMILES: [CH3:1][O:2][C:3](=[O:4])[CH:5]1[CH2:6][CH2:7][CH:8]([CH2:11][O:12][CH2:13][c:14]2[cH:15][cH:16][cH:17][cH:18][cH:19]2)[CH2:9][CH2:10]1.[CH3:20][OH:21]>>[CH3:1][O:2][C:3](=[O:4])[CH:5]1[CH2:6][CH2:7][CH:8]([CH2:11][OH:12])[CH2:9][CH2:10]1. The reactants are COC(=O)C1CCC(COCc2ccccc2)CC1, CO. The product is COC(=O)C1CCC(CO)CC1. Starting materials: C(CC(O)(C(=O)O)CC(=O)O)(=O)O (citric acid), C(C)(C)(C)OC(=O)NCCC(=O)O (3-tert-Butoxycarbonylamino-propionic acid), C(C)(C)(C)N (tert-butylamine), CCN=C=NCCCN(C)C.Cl (water soluble carbodiimide). Solvent: C(Cl)Cl (DCM). Conditions: time 3 hour. Yields the product C(C)(C)(C)OC(NCCC(NC(C)(C)C)=O)=O ((2-tert-Butylcarbamoyl-ethyl)-carbamic acid tert-butyl ester). RXN SMILES: [C:1]([O:5][C:6]([NH:8][CH2:9][CH2:10][C:11]([OH:13])=O)=[O:7])([CH3:4])([CH3:3])[CH3:2].CCN=C=NCCCN(C)C.Cl.[C:26]([NH2:30])([CH3:29])([CH3:28])[CH3:27].C(O)(=O)CC(CC(O)=O)(C(O)=O)O>C(Cl)Cl>[C:1]([O:5][C:6](=[O:7])[NH:8][CH2:9][CH2:10][C:11](=[O:13])[NH:30][C:26]([CH3:29])([CH3:28])[CH3:27])([CH3:2])([CH3:3])[CH3:4] |f:1.2|. Procedure details: A solution of 3-tert-Butoxycarbonylamino-propionic acid (0.5 g, 2.64 mmol) in DCM (5 ml) under an inert atmosphere is treated with 1-hydroxy-7-azabenzatriazole (0.108 g, 0.79 mmol) followed by water soluble carbodiimide (0.491 g, 3.17 mnol) and tert-butylamine (0.305 ml, 2.91 mmol). The reaction mixture is stirred at room temperature for 3 hours and then citric acid (10 ml, 0.5 M) is added to the solution and extracted with DCM (2×10 ml). The combined organic layers are washed with brine (10 ml)... Yields the product NC1=NC=C(C(=O)N)C=C1 (6-aminonicotinamide). Yield: 17.4%. Reaction SMILES: [NH2-:1].[Na+].C(O)(=O)CCCCCCC/C=C\CCCCCCCC.[C:23]([NH2:31])(=[O:30])[C:24]1[CH:29]=[CH:28][CH:27]=[N:26][CH:25]=1>C1(C)C(C)=CC=CC=1>[NH2:1][C:27]1[CH:28]=[CH:29][C:24]([C:23]([NH2:31])=[O:30])=[CH:25][N:26]=1 |f:0.1|. Procedure: A mixture of 50.7 g (1.3 moles) of sodamide preformed in situ as in Example 1, 400 cc of xylene containing 0.1 cc of oleic acid and 73.3 g (0.6 mole) of nicotinamide was placed in an autoclave such as the one described in Example 2. The autoclave was closed and purged of air with ammonia. It was pressurized to 60 psig with ammonia and 200 psig with nitrogen. The pressure relief valve was set at 360 psiq. The autoclave was heated to 122°-145° C. and maintained within this temperature range for 3 ... Run in C=1(C(=CC=CC1)C)C (xylene). The reactants are [NH2-].[Na+] (sodamide), C(CCCCCCC\C=C/CCCCCCCC)(=O)O (oleic acid), C(C1=CN=CC=C1)(=O)N (nicotinamide).